This data is from the Open Reaction Database (ORD), a public repository of structured organic reaction records. The task is: describe an organic reaction: reactants, conditions, products, and yield The reactants are ClC1=C(C=C(C=N1)C(=O)O)[N+](=O)[O-] (6-chloro-5-nitro-3-pyridinecarboxylic acid), C(C=C)N (allyl amine). Run in CO (methanol). Run at time 8 hour. Product: [N+](=O)([O-])C=1C=C(C=NC1NCC=C)C(=O)O (5-nitro-6-(2-propenylamino)-3-pyridinecarboxylic acid). As a reaction SMILES: Cl[C:2]1[N:7]=[CH:6][C:5]([C:8]([OH:10])=[O:9])=[CH:4][C:3]=1[N+:11]([O-:13])=[O:12].[CH2:14]([NH2:17])[CH:15]=[CH2:16]>CO>[N+:11]([C:3]1[CH:4]=[C:5]([C:8]([OH:10])=[O:9])[CH:6]=[N:7][C:2]=1[NH:17][CH2:14][CH:15]=[CH2:16])([O-:13])=[O:12]. Procedure details: To a solution of 6-chloro-5-nitro-3-pyridinecarboxylic acid (4.72 g, 23.30 mmol) in methanol (70 mL) at room temperature was added allyl amine (5.25 mL, 70.0 mmol) and the mixture was stirred overnight. The reaction was then concentrated in vacuo and the residue taken up into water (100 mL). The solution was brought to pH 3 by addition of 1 M HCl aqueous solution. The resulting suspension was extracted with EtOAc (50 mL). The aqueous phase was back-extracted with additional EtOAc (2×50 mL). The ...